describe an organic reaction: reactants, conditions, products, and yield From a dataset of the Open Reaction Database (ORD), a public repository of structured organic reaction records. The reactants are C(C)(=O)O (acetic acid), C(C1=CC=CC=C1)N([C@H]([C@H](O)C1=NC=CC=C1)CC1=CC=CC=C1)CC1=CC=CC=C1 (2-(S)-dibenzylamino-3-phenyl-1-pyridin-2-yl-propan-1-(S)-ol), [H][H] (hydrogen). The reagents and catalysts are [Pt] (platinum on carbon). Solvent: CO (methanol). Yields the product C(C1=CC=CC=C1)N(C([C@H](O)[C@H]1NCCCC1)CC1=CC=CC=C1)CC1=CC=CC=C1 (2-(S)-Dibenzylamino-3-phenyl-1-piperidin-2-(R/S)-yl-propan-1-(R)-ol). Yield: 94.3%. As a reaction SMILES: [CH2:1]([N:8]([CH2:25][C:26]1[CH:31]=[CH:30][CH:29]=[CH:28][CH:27]=1)[C@@H:9]([CH2:18][C:19]1[CH:24]=[CH:23][CH:22]=[CH:21][CH:20]=1)[C@@H:10]([C:12]1[CH:17]=[CH:16][CH:15]=[CH:14][N:13]=1)[OH:11])[C:2]1[CH:7]=[CH:6][CH:5]=[CH:4][CH:3]=1.C(O)(=O)C.[H][H]>[Pt].CO>[CH2:25]([N:8]([CH2:1][C:2]1[CH:3]=[CH:4][CH:5]=[CH:6][CH:7]=1)[CH:9]([CH2:18][C:19]1[CH:20]=[CH:21][CH:22]=[CH:23][CH:24]=1)[C@@H:10]([C@@H:12]1[CH2:17][CH2:16][CH2:15][CH2:14][NH:13]1)[OH:11])[C:26]1[CH:27]=[CH:28][CH:29]=[CH:30][CH:31]=1. Reported procedure: Add 2-(S)-dibenzylamino-3-phenyl-1-pyridin-2-yl-propan-1-(S)-ol (1.05 g, 2.57 mmol), 5% platinum on carbon sulfided (215 mg), glacial acetic acid (2 mL) and methanol (40 mL) and stir 18 h under 1 atmosphere of hydrogen gas. Add filter agent, filter and concentrate. Add ethyl acetate and wash with saturated aqueous sodium bicarbonate, dry (magnesium sulfate) and concentrate to give the title compound as a white foam (1.005 g, 94%).